The task is: describe an organic reaction: reactants, conditions, products, and yield. This data is from the Open Reaction Database (ORD), a public repository of structured organic reaction records. Product: CC1COC(CCl)CN1Cc1ccccc1. Reactants: CC(CO)NCc1ccccc1, ClCC1CO1, ClCCl, O=S(=O)(O)C(F)(F)F. Reaction SMILES: [CH2:1]([c:2]1[cH:3][cH:4][cH:5][cH:6][cH:7]1)[NH:8][CH:9]([CH2:10][OH:11])[CH3:12].[Cl:13][CH2:14][CH:15]1[CH2:16][O:17]1.[Cl:26][CH2:27][Cl:28].[OH:18][S:19]([C:20]([F:21])([F:22])[F:23])(=[O:24])=[O:25]>>[CH2:1]([c:2]1[cH:3][cH:4][cH:5][cH:6][cH:7]1)[N:8]1[CH:9]([CH3:12])[CH2:10][O:11][CH:15]([CH2:14][Cl:13])[CH2:16]1. Starting materials: OC=1C=C(C(=O)OC)C=CC1OC (methyl 3-hydroxy-4-methoxybenzoate), C1CCC2C(C1)O2 (cyclohexane oxide), C(=O)([O-])[O-].[K+].[K+] (K2CO3). The solvent is C(C)O (ethanol). Yields the product OC1C(CCCC1)OC=1C=C(C(=O)OCC)C=CC1OC ((±)-ethyl 3-((2-hydroxycyclohexyl)oxy)-4-methoxy-benzoate). The yield is 90.7%. As a reaction SMILES: [OH:1][C:2]1[CH:3]=[C:4]([CH:9]=[CH:10][C:11]=1[O:12][CH3:13])[C:5]([O:7][CH3:8])=[O:6].[CH2:14]1[CH2:19][CH:18]2[O:20][CH:17]2[CH2:16][CH2:15]1.[C:21]([O-])([O-])=O.[K+].[K+]>C(O)C>[OH:20][CH:17]1[CH2:18][CH2:19][CH2:14][CH2:15][CH:16]1[O:1][C:2]1[CH:3]=[C:4]([CH:9]=[CH:10][C:11]=1[O:12][CH3:13])[C:5]([O:7][CH2:8][CH3:21])=[O:6] |f:2.3.4|. Procedure: To a solution of methyl 3-hydroxy-4-methoxybenzoate (210 mg, 1.15 mmol) and cyclohexane oxide (466 uL, 4.61 mmol) in ethanol (11 mL) was added K2CO3 (637 mg, 4.61 mmol) at room temperature. The reaction mixture was then refluxed overnight then cooled down to room temperature, and evaporated under reduced pressure until a small amount of ethanol remained. The solution was diluted with DCM and successively washed with 1N HCl and brine, dried over Na2SO4 filtered and evaporated under reduced pressu... The reactants are C(C1=CC=CC=C1)OC=1C(C=C(OC1)CO)=O (5-(benzyloxy)-2-(hydroxymethyl)-4H-pyran-4-one), N(=NC(=O)OCC)C(=O)OCC (Diethyl azodicarboxylate), ON1C(C=2C(C1=O)=CC=CC2)=O (N-hydroxyphthalimide), C1(=CC=CC=C1)P(C1=CC=CC=C1)C1=CC=CC=C1 (triphenylphosphine). Run in O1CCCC1 (tetrahydrofuran). Conditions: time 20 hour. Yields the product C(C1=CC=CC=C1)OC=1C(C=C(OC1)CON1C(C=2C(C1=O)=CC=CC2)=O)=O (N-[[5-(benzyloxy)-4-oxo-4H-pyran-2-yl]methoxy]phthalimide). Isolated yield 72.4%. Reaction SMILES: N(C(OCC)=O)=NC(OCC)=O.C1(P(C2C=CC=CC=2)C2C=CC=CC=2)C=CC=CC=1.[OH:32][N:33]1[C:37](=[O:38])[C:36]2=[CH:39][CH:40]=[CH:41][CH:42]=[C:35]2[C:34]1=[O:43].[CH2:44]([O:51][C:52]1[C:53](=[O:60])[CH:54]=[C:55]([CH2:58]O)[O:56][CH:57]=1)[C:45]1[CH:50]=[CH:49][CH:48]=[CH:47][CH:46]=1>O1CCCC1>[CH2:44]([O:51][C:52]1[C:53](=[O:60])[CH:54]=[C:55]([CH2:58][O:32][N:33]2[C:34](=[O:43])[C:35]3=[CH:42][CH:41]=[CH:40][CH:39]=[C:36]3[C:37]2=[O:38])[O:56][CH:57]=1)[C:45]1[CH:46]=[CH:47][CH:48]=[CH:49][CH:50]=1. Procedure: Diethyl azodicarboxylate (16.68 g) (86 mmol) are dissolved in 1200 ml of absolute tetrahydrofuran. Thereto there is added a mixture consisting of 22.6 g (86 mmol) of triphenylphosphine, 14.1 g (86 mmol) of N-hydroxyphthalimide and 20.0 g (86 mmol) of 5-(benzyloxy)-2-(hydroxymethyl)-4H-pyran-4-one (known from J. Med. Chem. 17, 1, 1974). After stirring at room temperature for 20 hours the mixture is filtered and the filter material is rinsed with ethanol. The filtrate and rinse solution are combin...